From a dataset of the Open Reaction Database (ORD), a public repository of structured organic reaction records. describe an organic reaction: reactants, conditions, products, and yield Reactants: C(#N)C1=CC(=C(C=C1)C=1C=NN(C1O)C1=NC=C(C(=O)O)C=C1)C (6-(4-(4-cyano-2-methylphenyl)-5-hydroxy-1H-pyrazol-1-yl)nicotinic acid), Cl.Cl.N1(CCCCC1)C1CNCCC1 (1,3′-bipiperidine dihydrochloride). Yields the product N1(CCCCC1)C1CN(CCC1)C(=O)C=1C=CC(=NC1)N1N=CC(=C1O)C1=C(C=C(C#N)C=C1)C (4-(1-(5-([1,3′-bipiperidine]-1′-carbonyl)pyridin-2-yl)-5-hydroxy-1H-pyrazol-4-yl)-3-methylbenzonitrile). RXN SMILES: [C:1]([C:3]1[CH:8]=[CH:7][C:6]([C:9]2[CH:10]=[N:11][N:12]([C:15]3[CH:23]=[CH:22][C:18]([C:19](O)=[O:20])=[CH:17][N:16]=3)[C:13]=2[OH:14])=[C:5]([CH3:24])[CH:4]=1)#[N:2].Cl.Cl.[N:27]1([CH:33]2[CH2:38][CH2:37][CH2:36][NH:35][CH2:34]2)[CH2:32][CH2:31][CH2:30][CH2:29][CH2:28]1>>[N:27]1([CH:33]2[CH2:38][CH2:37][CH2:36][N:35]([C:19]([C:18]3[CH:22]=[CH:23][C:15]([N:12]4[C:13]([OH:14])=[C:9]([C:6]5[CH:7]=[CH:8][C:3]([C:1]#[N:2])=[CH:4][C:5]=5[CH3:24])[CH:10]=[N:11]4)=[N:16][CH:17]=3)=[O:20])[CH2:34]2)[CH2:32][CH2:31][CH2:30][CH2:29][CH2:28]1 |f:1.2.3|. Procedure details: The title compound was prepared in a manner similar to Example 303 using 6-(4-(4-cyano-2-methylphenyl)-5-hydroxy-1H-pyrazol-1-yl)nicotinic acid and 1,3′-bipiperidine dihydrochloride. 1H NMR (400 MHz, DMSO-d6) δ ppm 1.54 (d, J=12.88 Hz, 2H) 1.62-1.89 (m, 7H) 2.17 (d, J=10.86 Hz, 1H) 2.43 (s, 3H) 2.97-3.51 (m, 6H) 3.56-4.15 (m, 1H) 4.32-4.88 (m, 1H) 7.62-7.85 (m, 3H) 7.82-7.83 (m, 1H) 7.95-8.64 (m, 4H) 9.40 (br. s., 1H) 12.56-13.62 (m, 1H). ESI-MS m/z [M+H]+ 471.3. Reactants: IC(C)C (2-iodopropane), N=1NN=C(C1)C(=O)OCC (ethyl 2H-1,2,3-triazole-4-carboxylate), C([O-])([O-])=O.[K+].[K+] (potassium carbonate), IC(C)C (2-iodopropane). The solvent is C(C)#N (acetonitrile). Conditions: temperature 55 celsius, time 2 hour. Product: CC(C)N1N=CC(=N1)C(=O)OCC (Ethyl 2-(1-methylethyl)-2H-1,2,3-triazole-4-carboxylate). Reaction SMILES: [N:1]1[NH:2][N:3]=[C:4]([C:6]([O:8][CH2:9][CH3:10])=[O:7])[CH:5]=1.C(=O)([O-])[O-].[K+].[K+].I[CH:18]([CH3:20])[CH3:19]>C(#N)C>[CH3:19][CH:18]([N:2]1[N:3]=[C:4]([C:6]([O:8][CH2:9][CH3:10])=[O:7])[CH:5]=[N:1]1)[CH3:20] |f:1.2.3|. Procedure details: A mixture of ethyl 2H-1,2,3-triazole-4-carboxylate (1 g), potassium carbonate (1.76 g) and 2-iodopropane (1.27 ml) in dry acetonitrile (20 ml) was stirred at 50-60° C. under nitrogen for 2 h. Further 2-iodopropane (0.70 ml) was added and the mixture stirred at 50-60° C. under nitrogen for 16 h. After cooling to room temperature, the mixture was filtered through a 2 g SPE-Silica column with ethyl acetate and the filtrate concentrated in vacuo, Purification of the residue by chromatography on sili... Starting materials: CC(=O)O[BH-](OC(C)=O)OC(C)=O, ClCCl, CC(=O)O, CC=O, [Na+], CC(C)(C)OC(=O)c1ccc(-c2ccccc2)cc1NC(=O)c1cc(C2CCNCC2)ccc1O. Product: CCN1CCC(c2ccc(O)c(C(=O)Nc3cc(-c4ccccc4)ccc3C(=O)OC(C)(C)C)c2)CC1. RXN SMILES: [C:8]([O:9][BH-:10]([O:11][C:12](=[O:13])[CH3:14])[O:15][C:16](=[O:17])[CH3:18])(=[O:19])[CH3:20].[CH2:57]([Cl:58])[Cl:59].[CH3:4][C:5](=[O:6])[OH:7].[CH:1]([CH3:2])=[O:3].[Na+:21].[OH:22][c:23]1[c:24]([C:25](=[O:26])[NH:27][c:28]2[c:29]([C:30](=[O:31])[O:32][C:33]([CH3:34])([CH3:35])[CH3:36])[cH:37][cH:38][c:39](-[c:41]3[cH:42][cH:43][cH:44][cH:45][cH:46]3)[cH:40]2)[cH:47][c:48]([CH:51]2[CH2:52][CH2:53][NH:54][CH2:55][CH2:56]2)[cH:49][cH:50]1>>[CH2:1]([CH3:2])[N:54]1[CH2:53][CH2:52][CH:51]([c:48]2[cH:47][c:24]([C:25](=[O:26])[NH:27][c:28]3[c:29]([C:30](=[O:31])[O:32][C:33]([CH3:34])([CH3:35])[CH3:36])[cH:37][cH:38][c:39](-[c:41]4[cH:42][cH:43][cH:44][cH:45][cH:46]4)[cH:40]3)[c:23]([OH:22])[cH:50][cH:49]2)[CH2:56][CH2:55]1.